describe an organic reaction: reactants, conditions, products, and yield From a dataset of the Open Reaction Database (ORD), a public repository of structured organic reaction records. Reactants: C1COCCN1, COc1ccc(S(=O)(=O)N2C(=O)C(c3cc(CC=O)ccc3OC)(N3CC(O)CC3C(=O)N(C)C)c3cc(Cl)ccc32)c(OC(F)(F)F)c1. Yields the product COc1ccc(S(=O)(=O)N2C(=O)C(c3cc(CCN4CCOCC4)ccc3OC)(N3CC(O)CC3C(=O)N(C)C)c3cc(Cl)ccc32)c(OC(F)(F)F)c1. Reaction SMILES: [CH2:50]1[CH2:51][O:52][CH2:53][CH2:54][NH:55]1.[Cl:1][c:2]1[cH:3][c:4]2[c:8]([cH:9][cH:10]1)[N:7]([S:11](=[O:12])(=[O:13])[c:14]1[c:15]([O:22][C:23]([F:24])([F:25])[F:26])[cH:16][c:17]([O:20][CH3:21])[cH:18][cH:19]1)[C:6](=[O:27])[C:5]2([c:28]1[c:29]([O:37][CH3:38])[cH:30][cH:31][c:32]([CH2:34][CH:35]=[O:36])[cH:33]1)[N:39]1[CH:40]([C:41](=[O:42])[N:43]([CH3:44])[CH3:45])[CH2:46][CH:47]([OH:49])[CH2:48]1>>[Cl:1][c:2]1[cH:3][c:4]2[c:8]([cH:9][cH:10]1)[N:7]([S:11](=[O:12])(=[O:13])[c:14]1[c:15]([O:22][C:23]([F:24])([F:25])[F:26])[cH:16][c:17]([O:20][CH3:21])[cH:18][cH:19]1)[C:6](=[O:27])[C:5]2([c:28]1[c:29]([O:37][CH3:38])[cH:30][cH:31][c:32]([CH2:34][CH2:35][N:55]2[CH2:50][CH2:51][O:52][CH2:53][CH2:54]2)[cH:33]1)[N:39]1[CH:40]([C:41](=[O:42])[N:43]([CH3:44])[CH3:45])[CH2:46][CH:47]([OH:49])[CH2:48]1. Starting materials: CN1N=CC(=C1)C=1C=NC=2N(C1)N=CC2C=2C=C(SC2)C(=O)NCC(F)(F)F (4-[6-(1-methyl-1H-pyrazol-4-yl)pyrazolo[1,5-a]pyrimidin-3-yl]-N-(2,2,2-trifluoroethyl)thiophene-2-carboxamide), S(=O)(Cl)Cl (thionyl chloride). Solvent: CN(C)C=O (DMF). Reaction conditions: temperature 80 celsius. Product: ClC1=C(C=C(S1)C(=O)NCC(F)(F)F)C=1C=NN2C1N=CC(=C2)C=2C=NN(C2)C (5-chloro-4-[6-(1-methyl-1H-pyrazol-4-yl)pyrazolo[1,5-a]pyrimidin-3-yl]-N-(2,2,2-trifluoroethyl)thiophene-2-carboxamide). Isolated yield 51.8%. Reaction SMILES: [CH3:1][N:2]1[CH:6]=[C:5]([C:7]2[CH:8]=[N:9][C:10]3[N:11]([N:13]=[CH:14][C:15]=3[C:16]3[CH:17]=[C:18]([C:21]([NH:23][CH2:24][C:25]([F:28])([F:27])[F:26])=[O:22])[S:19][CH:20]=3)[CH:12]=2)[CH:4]=[N:3]1.S(Cl)([Cl:31])=O>CN(C=O)C>[Cl:31][C:20]1[S:19][C:18]([C:21]([NH:23][CH2:24][C:25]([F:27])([F:28])[F:26])=[O:22])=[CH:17][C:16]=1[C:15]1[CH:14]=[N:13][N:11]2[CH:12]=[C:7]([C:5]3[CH:4]=[N:3][N:2]([CH3:1])[CH:6]=3)[CH:8]=[N:9][C:10]=12. Reported procedure: 4-[6-(1-methyl-1H-pyrazol-4-yl)pyrazolo[1,5-a]pyrimidin-3-yl]-N-(2,2,2-trifluoroethyl)thiophene-2-carboxamide (107 mg, 0.263 mmol) was taken up in thionyl chloride (2 ml, 27.4 mmol) and heated at 80° C. overnight. Evaporated solvent under vacuum and took up in 3 ml DMF, purified reverse-phase 30-100% ACN/H2O w/0.1% TFA. Evaporated solvent under vacuum to yield 60 mgs pale yellow solid (51.7%). LRMS [M+H]=441.0 The reactants are COC(=O)C=1[C@@H](N=C(NC1CBr)C=1SC=CN1)C1=C(C=C(C=C1)F)Cl ((R)-6-bromomethyl-4-(2-chloro-4-fluoro-phenyl)-2-thiazol-2-yl-1,4-dihydro-pyrimidine-5-carboxylic acid methyl ester), COC(=O)C=1[C@@H](N=C(NC1CBr)C=1SC=CN1)C1=C(C=C(C=C1)F)Cl ((R)-6-bromomethyl-4-(2-chloro-4-fluoro-phenyl)-2-thiazol-2-yl-1,4-dihydro-pyrimidine-5-carboxylic acid methyl ester), FC1(C2COCC(C1)N2)F (6,6-difluoro-3-oxa-8-azabicyclo[3.2.1]octane). The product is ClC1=C(C=CC(=C1)F)[C@@H]1N=C(NC(=C1C(=O)OC)CN1C2COCC1C(C2)(F)F)C=2SC=CN2 (Methyl (4R)-4-(2-chloro-4-fluorophenyl)-6-[(6,6-difluoro-3-oxa-8-azabicyclo[3.2.1]octan-8-yl)methyl]-2-(1,3-thiazol-2-yl)-1,4-dihydropyrimidine-5-carboxylate). Yield: 5.2%. As a reaction SMILES: [CH3:1][O:2][C:3]([C:5]1[C@H:6]([C:18]2[CH:23]=[CH:22][C:21]([F:24])=[CH:20][C:19]=2[Cl:25])[N:7]=[C:8]([C:13]2[S:14][CH:15]=[CH:16][N:17]=2)[NH:9][C:10]=1[CH2:11]Br)=[O:4].[F:26][C:27]1([F:35])[CH2:33][CH:32]2[NH:34][CH:28]1[CH2:29][O:30][CH2:31]2>>[Cl:25][C:19]1[CH:20]=[C:21]([F:24])[CH:22]=[CH:23][C:18]=1[C@H:6]1[C:5]([C:3]([O:2][CH3:1])=[O:4])=[C:10]([CH2:11][N:34]2[CH:28]3[C:27]([F:35])([F:26])[CH2:33][CH:32]2[CH2:31][O:30][CH2:29]3)[NH:9][C:8]([C:13]2[S:14][CH:15]=[CH:16][N:17]=2)=[N:7]1. Procedure: The title compound was prepared in analogy to Example 1a in Scheme 3 by using methyl (4R)-4-(2-chloro-4-fluoro-phenyl)-6-(bromomethyl)-2-thiazol-2-yl-1,4-dihydropyrimidine-5-carboxylate (compound C, 100 mg) and 6,6-difluoro-3-oxa-8-azabicyclo[3.2.1]octane 108a (200 mg). 6 mg of the title compound was isolated as yellow powder. The reactants are Cl.NN1C(=NC=C1)CCC (1-amino-2-propylimidazole hydrochloride), OC1=C(C=C(C=O)C=C1C(C)(C)C)C(C)(C)C (4-hydroxy-3,5-di-tert.-butylbenzaldehyde). The solvent is C(C)O (ethanol). Reaction conditions: time 3 hour. Product: OC1=C(C=C(C=NN2C(=NC=C2)CCC)C=C1C(C)(C)C)C(C)(C)C (1-(4-hydroxy-3,5-di-tert.-butylbenzylideneamino)-2-propylimidazole). As a reaction SMILES: Cl.[NH2:2][N:3]1[CH:7]=[CH:6][N:5]=[C:4]1[CH2:8][CH2:9][CH3:10].[OH:11][C:12]1[C:19]([C:20]([CH3:23])([CH3:22])[CH3:21])=[CH:18][C:15]([CH:16]=O)=[CH:14][C:13]=1[C:24]([CH3:27])([CH3:26])[CH3:25]>C(O)C>[OH:11][C:12]1[C:19]([C:20]([CH3:22])([CH3:21])[CH3:23])=[CH:18][C:15]([CH:16]=[N:2][N:3]2[CH:7]=[CH:6][N:5]=[C:4]2[CH2:8][CH2:9][CH3:10])=[CH:14][C:13]=1[C:24]([CH3:27])([CH3:26])[CH3:25] |f:0.1|. Reported procedure: 6.47 g of 1-amino-2-propylimidazole hydrochloride are dissolved in 300 ml of ethanol, and 3.5 g of 4-hydroxy-3,5-di-tert.-butylbenzaldehyde are added. The mixture is stirred at room temperature for 3 hours and the solution obtained is evaporated. The residue is treated with 150 ml of water and 150 ml of methylene chloride, and saturated sodium bicarbonate solution is added while stirring up to a neutral reaction (pH=7). The methylene chloride phase is separated. The aqueous phase is extracted on... Reactants: OCCN (2-Hydroxyethylamine), C1(CCCCC1)CBr (cyclohexylmethyl bromide). Product: C1(CCCCC1)CNCCO (N-cyclohexylmethyl-N-(2-hydroxyethyl)amine). As a reaction SMILES: [OH:1][CH2:2][CH2:3][NH2:4].[CH:5]1([CH2:11]Br)[CH2:10][CH2:9][CH2:8][CH2:7][CH2:6]1>>[CH:5]1([CH2:11][NH:4][CH2:3][CH2:2][OH:1])[CH2:10][CH2:9][CH2:8][CH2:7][CH2:6]1. Procedure: 2-Hydroxyethylamine was reacted with cyclohexylmethyl bromide according to Method B2a to give N-cyclohexylmethyl-N-(2-hydroxyethyl)amine. The alcohol was reacted with SOCl2 according to Method B7c to give N-cyclohexylmethyl-N-(2-chloroethyl)ammonium chloride. The chloroethylamine was reacted with 2,3-dichlorophenyl isothiocyanate to give 2-(2,3-dichlorophenylimino)-3-(cyclohexylmethyl)-1,3-thiazolidine. Reactants: CCCCS, CCO, O=C1CCC(Cl)CCN1. As a reaction SMILES: [CH2:1]([CH2:2][CH2:3][CH3:4])[SH:5].[CH3:15][CH2:16][OH:17].[Cl:6][CH:7]1[CH2:8][CH2:9][C:10](=[O:14])[NH:11][CH2:12][CH2:13]1>>[CH2:1]([CH2:2][CH2:3][CH3:4])[S:5][CH:7]1[CH2:8][CH2:9][C:10](=[O:14])[NH:11][CH2:12][CH2:13]1. The product is CCCCSC1CCNC(=O)CC1.